This data is from the Open Reaction Database (ORD), a public repository of structured organic reaction records. The task is: describe an organic reaction: reactants, conditions, products, and yield Reaction SMILES: [CH3:41][CH2:42][CH2:43][CH2:44][N+:45]([CH2:46][CH2:47][CH2:48][CH3:49])([CH2:50][CH2:51][CH2:52][CH3:53])[CH2:54][CH2:55][CH2:56][CH3:57].[CH3:63][CH2:64][O:65][C:66](=[O:67])[CH3:68].[F-:40].[O:58]1[CH2:59][CH2:60][CH2:61][CH2:62]1.[c:1]1([S:2](=[O:3])(=[O:4])[n:10]2[c:11]([C:20](=[CH:21][CH:22]3[CH2:23][CH2:24][CH2:25][CH2:26]3)[c:27]3[cH:28][cH:29][c:30]([C:31](=[O:32])[NH:33][C:34]([CH3:35])([CH3:36])[CH3:37])[cH:38][cH:39]3)[cH:12][c:13]3[c:14]2[n:15][cH:16][c:17]([F:19])[cH:18]3)[cH:5][cH:6][cH:7][cH:8][cH:9]1>>[nH:10]1[c:11]([C:20](=[CH:21][CH:22]2[CH2:23][CH2:24][CH2:25][CH2:26]2)[c:27]2[cH:28][cH:29][c:30]([C:31](=[O:32])[NH:33][C:34]([CH3:35])([CH3:36])[CH3:37])[cH:38][cH:39]2)[cH:12][c:13]2[c:14]1[n:15][cH:16][c:17]([F:19])[cH:18]2. Reactants: CCCC[N+](CCCC)(CCCC)CCCC, CCOC(C)=O, [F-], C1CCOC1, CC(C)(C)NC(=O)c1ccc(C(=CC2CCCC2)c2cc3cc(F)cnc3n2S(=O)(=O)c2ccccc2)cc1. Product: CC(C)(C)NC(=O)c1ccc(C(=CC2CCCC2)c2cc3cc(F)cnc3[nH]2)cc1. Starting materials: ClC1=CC=C(C=C1)C1=C(OC2=C(C(=CC=C2C1=O)NC=O)O)C(C)C (N-[3-(4-chlorophenyl)-8-hydroxy-2-isopropyl-4-oxo-4H-chromen-7-yl]formamide), C([O-])([O-])=O.[Cs+].[Cs+] (cesium carbonate), BrCCCBr (1,3-dibromopropane). Solvent: CN(C=O)C (N,N-dimethylformamide). Conditions: temperature 60 celsius. Yields the product ClC1=CC=C(C=C1)C=1C(C=2C=CC3=C(C2OC1C(C)C)OCCCN3C=O)=O (3-(4-Chlorophenyl)-2-isopropyl-4-oxo-9,10-dihydro-4H,8H-1,11-dioxa-7-aza-cyclohepta[a]naphthalene-7-carbaldehyde). As a reaction SMILES: [Cl:1][C:2]1[CH:7]=[CH:6][C:5]([C:8]2[C:17](=[O:18])[C:16]3[C:11](=[C:12]([OH:22])[C:13]([NH:19][CH:20]=[O:21])=[CH:14][CH:15]=3)[O:10][C:9]=2[CH:23]([CH3:25])[CH3:24])=[CH:4][CH:3]=1.C(=O)([O-])[O-].[Cs+].[Cs+].Br[CH2:33][CH2:34][CH2:35]Br>CN(C)C=O>[Cl:1][C:2]1[CH:3]=[CH:4][C:5]([C:8]2[C:17](=[O:18])[C:16]3[CH:15]=[CH:14][C:13]4[N:19]([CH:20]=[O:21])[CH2:35][CH2:34][CH2:33][O:22][C:12]=4[C:11]=3[O:10][C:9]=2[CH:23]([CH3:25])[CH3:24])=[CH:6][CH:7]=1 |f:1.2.3|. Procedure: A stirred mixture of N-[3-(4-chlorophenyl)-8-hydroxy-2-isopropyl-4-oxo-4H-chromen-7-yl]formamide (0.122 g, 0.34 mmol), cesium carbonate (0.444 g, 1.36 mmol, 4 eq.) and 1,3-dibromopropane (0.069 g, 0.34 mmol) in anhydrous N,N-dimethylformamide (3 ml) is heated at 60° C. under a nitrogen atmosphere for 2 h. The mixture is cooled to room temperature and filtered through Celite filter aid. The pad of Celite is washed with ethyl acetate and methylene chloride, and the combined filtrates are evaporate... Reactants: ClC1CC2[C@@]3([C@]4(C(=C[C@H]([C@]4(CC2C1C)COCC1=CC=C(C=C1)OC)C3)C(C)C)C(=O)OCC3=CC=C(C=C3)OC)C=O (4-methoxybenzyl (1R,3aR,4S,8aS)-6-chloro-4-formyl-3-isopropyl-8a-{[(4-methoxybenzyl)oxy]methyl}-7-methyl-4,4a,5,6,7,7a,8,8a-octahydro-1,4-methano-s-indacene-3a(1H)-carboxylate), CO (CH3OH). Reagents/catalysts: [OH-].[OH-].[Pd+2] (Pearlman's catalyst). Run at time 15 minute. The product is OCC[C@@]12CC3C(C(CC3[C@@]3([C@@]2(C(=C[C@H]1C3)C(C)C)C(=O)O)C=O)Cl)C ((1R,3aR,4S,8aS)-8a-(hydroxyethyl)-4-formyl-3-isopropyl-6-chloro-7-methyl-4,4a,5,6,7,7a,8,8a-octahydro-1,4-methano-s-indacene-3a(1H)-carboxylic acid). Reaction SMILES: [Cl:1][CH:2]1[CH:13]([CH3:14])[CH:12]2[CH:4]([C@@:5]3([CH:42]=[O:43])[CH2:26][C@H:9]4[C@@:10]([CH2:15]OCC5C=CC(OC)=CC=5)([CH2:11]2)[C@:6]3([C:30]([O:32]CC2C=CC(OC)=CC=2)=[O:31])[C:7]([CH:27]([CH3:29])[CH3:28])=[CH:8]4)[CH2:3]1.[CH3:44][OH:45]>[OH-].[OH-].[Pd+2]>[OH:45][CH2:44][CH2:15][C@@:10]12[C@@H:9]3[CH2:26][C@@:5]([CH:42]=[O:43])([C@:6]1([C:30]([OH:32])=[O:31])[C:7]([CH:27]([CH3:29])[CH3:28])=[CH:8]3)[CH:4]1[CH:12]([CH:13]([CH3:14])[CH:2]([Cl:1])[CH2:3]1)[CH2:11]2 |f:2.3.4|. Reported procedure: To a solution of 40 (40 mg, 0.066 mmol) in CH3OH (5 mL) was added Pearlman's catalyst (10 mg). The mixture was stirred under hydrogen (balloon pressure) for about 15 minutes. After filtration and concentration in vacuo, about 23.7 mg of 41 was obtained and used directly in the next step. Reactants: S(=O)(Cl)Cl (Thionyl chloride), CN1C=NC=C1 (1-Methylimidazole), S(O)(=O)(=O)Cl (chlorosulfuric acid), water ice, Cl (hydrogen chloride). Run at temperature 150 celsius, time 6 hour. Yields the product CN1C=NC(=C1)S(=O)(=O)Cl (1-Methyl-4-imidazolesulfonyl chloride). Reaction SMILES: [CH3:1][N:2]1[CH:6]=[CH:5][N:4]=[CH:3]1.[S:7]([Cl:11])(=O)(=[O:9])[OH:8].Cl.S(Cl)(Cl)=O>>[CH3:1][N:2]1[CH:6]=[C:5]([S:7]([Cl:11])(=[O:9])=[O:8])[N:4]=[CH:3]1. Reported procedure: 1-Methylimidazole (250 g, 3.05 mol) is added dropwise to chlorosulfuric acid (600 ml, 9.03 mol), in such a way that an internal temperature of 30° C. is not exceeded, without aspirating the hydrogen chloride formed. After addition is complete, the reaction mixture is stirred at 150° C. for 6 h. Thionyl chloride (340 ml, 4.66 mol) is added at 60° C. and the mixture is then heated at a bath temperature of 100° C. for 6 h. After cooling to room temperature, the viscous reaction mixture is poured on... Reactants: [Na+], O=C1Cc2cccc(Oc3c(Cl)cccc3Cl)c2N1, C1COCCO1, [OH-], O. The product is [Na+], Nc1c(CC(=O)[O-])cccc1Oc1c(Cl)cccc1Cl. Reaction SMILES: [Na+:21].[O:1]=[C:2]1[NH:3][c:4]2[c:5]([O:11][c:12]3[c:13]([Cl:19])[cH:14][cH:15][cH:16][c:17]3[Cl:18])[cH:6][cH:7][cH:8][c:9]2[CH2:10]1.[O:23]1[CH2:24][CH2:25][O:26][CH2:27][CH2:28]1.[OH-:20].[OH2:22]>>[Na+:21].[O:1]=[C:2]([CH2:10][c:9]1[c:4]([NH2:3])[c:5]([O:11][c:12]2[c:13]([Cl:19])[cH:14][cH:15][cH:16][c:17]2[Cl:18])[cH:6][cH:7][cH:8]1)[O-:20].